Dataset: the Open Reaction Database (ORD), a public repository of structured organic reaction records. Task: describe an organic reaction: reactants, conditions, products, and yield The reactants are [Br-], C[Si](C)(C)Oc1nc(O[Si](C)(C)C)c2ccc(Cl)cc2n1, O=c1[nH]c(=O)c2ccc(Cl)cc2[nH]1, CCOC(=O)CCl, [Li+]. The product is CCOC(=O)Cn1c(=O)[nH]c(=O)c2ccc(Cl)cc21. Reaction SMILES: [Br-:43].[Cl:14][c:15]1[cH:16][c:17]2[c:18]([c:19]([O:20][Si:21]([CH3:22])([CH3:23])[CH3:24])[n:25][c:26]([O:27][Si:28]([CH3:29])([CH3:30])[CH3:31])[n:32]2)[cH:33][cH:34]1.[Cl:1][c:2]1[cH:3][cH:4][c:5]2[c:6](=[O:13])[nH:7][c:8](=[O:12])[nH:9][c:10]2[cH:11]1.[Cl:35][CH2:36][C:37](=[O:38])[O:39][CH2:40][CH3:41].[Li+:42]>>[Cl:1][c:2]1[cH:3][cH:4][c:5]2[c:6](=[O:13])[nH:7][c:8](=[O:12])[n:9]([CH2:36][C:37](=[O:38])[O:39][CH2:40][CH3:41])[c:10]2[cH:11]1. The product is COC(=O)c1ccc(F)c(-c2c(F)ccc(OCc3ccccc3)c2F)n1. Reaction SMILES: [Br:1][c:2]1[c:3]([F:12])[cH:4][cH:5][c:6]([C:8](=[O:9])[O:10][CH3:11])[n:7]1.[C:34]([P:35]([C:36]([CH3:37])([CH3:38])[CH3:39])[C:40]([CH3:41])([CH3:42])[CH3:43])([CH3:44])([CH3:45])[CH3:46].[CH2:13]([c:14]1[cH:15][cH:16][cH:17][cH:18][cH:19]1)[O:20][c:21]1[c:22]([F:31])[c:23]([B:28]([OH:29])[OH:30])[c:24]([F:27])[cH:25][cH:26]1.[CH2:47]1[O:48][CH2:49][CH2:50][CH2:51]1.[F-:32].[K+:33].[O:55]=[C:56]([CH:57]=[CH:58][c:59]1[cH:60][cH:61][cH:62][cH:63][cH:64]1)[CH:65]=[CH:66][c:67]1[cH:68][cH:69][cH:70][cH:71][cH:72]1.[O:73]=[C:74]([CH:75]=[CH:76][c:77]1[cH:78][cH:79][cH:80][cH:81][cH:82]1)[CH:83]=[CH:84][c:85]1[cH:86][cH:87][cH:88][cH:89][cH:90]1.[O:91]=[C:92]([CH:93]=[CH:94][c:95]1[cH:96][cH:97][cH:98][cH:99][cH:100]1)[CH:101]=[CH:102][c:103]1[cH:104][cH:105][cH:106][cH:107][cH:108]1.[OH2:52].[Pd:53].[Pd:54]>>[c:2]1(-[c:23]2[c:22]([F:31])[c:21]([O:20][CH2:13][c:14]3[cH:15][cH:16][cH:17][cH:18][cH:19]3)[cH:26][cH:25][c:24]2[F:27])[c:3]([F:12])[cH:4][cH:5][c:6]([C:8](=[O:9])[O:10][CH3:11])[n:7]1. Reactants: COC(=O)c1ccc(F)c(Br)n1, CC(C)(C)P(C(C)(C)C)C(C)(C)C, OB(O)c1c(F)ccc(OCc2ccccc2)c1F, C1CCOC1, [F-], [K+], O=C(C=Cc1ccccc1)C=Cc1ccccc1, O=C(C=Cc1ccccc1)C=Cc1ccccc1, O=C(C=Cc1ccccc1)C=Cc1ccccc1, O, [Pd], [Pd]. Reactants: COC(CC1N(C(N(C1=O)CC1=CC=C(C=C1)C)=O)CCC)=O ([1-(4-methyl-benzyl)-2,5-dioxo-3-propyl-imidazolidin-4-yl]-acetic acid methyl ester), [OH-].[Na+] (NaOH). The solvent is CO (methanol). Product: CC1=CC=C(CN2C(N(C(C2=O)CC(=O)O)CCC)=O)C=C1 ([1-(4-methyl-benzyl)-2,5-dioxo-3-propyl-imidazolidin-4-yl]-acetic acid). Isolated yield 98.6%. RXN SMILES: C[O:2][C:3](=[O:23])[CH2:4][CH:5]1[C:9](=[O:10])[N:8]([CH2:11][C:12]2[CH:17]=[CH:16][C:15]([CH3:18])=[CH:14][CH:13]=2)[C:7](=[O:19])[N:6]1[CH2:20][CH2:21][CH3:22].[OH-].[Na+]>CO>[CH3:18][C:15]1[CH:14]=[CH:13][C:12]([CH2:11][N:8]2[C:9](=[O:10])[CH:5]([CH2:4][C:3]([OH:23])=[O:2])[N:6]([CH2:20][CH2:21][CH3:22])[C:7]2=[O:19])=[CH:17][CH:16]=1 |f:1.2|. Procedure: A solution of [1-(4-methyl-benzyl)-2,5-dioxo-3-propyl-imidazolidin-4-yl]-acetic acid methyl ester (1.67 g, 5.20 mmol) in methanol (40 mL) is treated with aqueous 5 N NaOH (4.4 mL) and heated to reflux 1.5 hour. The reaction mixture is cooled, the solvent removed. The resultant residue is acidified and extracted with EtOAc. The organic layer is dried and dried to afford 1.56 g (98%) [1-(4-methyl-benzyl)-2,5-dioxo-3-propyl-imidazolidin-4-yl]-acetic acid. 1H NMR. MS (ES−) Calc'd for C16H19N2O4 (M−1... Starting materials: Cl.C(C1=CC=CC=C1)OC1=CC(=C(C(=C1)C)NC(=O)NC(N)=N)C (1-(4-benzyloxy-2,6-dimethylphenyl)-3-amidinourea hydrochloride), Cl (HCl), [H][H] (hydrogen). Reagents/catalysts: [Pd] (Pd/C). Solvent: C(C)O (ethanol). Product: Cl.OC1=CC(=C(C(=C1)C)NC(=O)NC(N)=N)C (1-(4-hydroxy-2,6-dimethylphenyl)-3-amidinourea hydrochloride). RXN SMILES: [ClH:1].C([O:9][C:10]1[CH:15]=[C:14]([CH3:16])[C:13]([NH:17][C:18]([NH:20][C:21](=[NH:23])[NH2:22])=[O:19])=[C:12]([CH3:24])[CH:11]=1)C1C=CC=CC=1.Cl.[H][H]>[Pd].C(O)C>[ClH:1].[OH:9][C:10]1[CH:11]=[C:12]([CH3:24])[C:13]([NH:17][C:18]([NH:20][C:21](=[NH:22])[NH2:23])=[O:19])=[C:14]([CH3:16])[CH:15]=1 |f:0.1,6.7|. Reported procedure: A mixture of 1-(4-benzyloxy-2,6-dimethylphenyl)-3-amidinourea hydrochloride (7.0 g), methanolic HCl (50 ml), 5% Pd/C (1.0 g) and 150 ml of absolute ethanol are shaken under an atmosphere of H2 (50 psi) until the uptake of hydrogen ceases. The mixture is filtered through a pad of Celite and the pad washed well with methanol. The filtrate is concentrated under vacuo and the residue crystallized from methanol/acetonitrile to give, after filtering and vacuum drying, 4.7 grams of an off-white solid, ... Starting materials: C(C)(C)[N-]C(C)C.[Li+] (Lithium diisopropylamide), NC1=C(C(=NS1)C)Cl (5-amino-4-chloro-3-methylisothiazole), CC(CC=1OC2=C(N1)C=C(C=C2)C(C(=O)OC)C)(C)C (methyl 2-[2-(2,2-dimethylpropyl)benzoxazol-5-yl]propionate). The solvent is O1CCCC1 (tetrahydrofuran), O1CCCC1 (tetrahydrofuran). Run at temperature 0 celsius, time 1 hour. Yields the product ClC=1C(=NSC1NC(C(C)C=1C=CC2=C(N=C(O2)CC(C)(C)C)C1)=O)C (N-(4-chloro-3-methylisothiazol-5-yl)-2-[2-(2,2-dimethylpropyl)benzoxazol-5-yl]propionamide). Reaction SMILES: C([N-]C(C)C)(C)C.[Li+].[NH2:9][C:10]1[S:14][N:13]=[C:12]([CH3:15])[C:11]=1[Cl:16].[CH3:17][C:18]([CH3:36])([CH3:35])[CH2:19][C:20]1[O:21][C:22]2[CH:28]=[CH:27][C:26]([CH:29]([CH3:34])[C:30](OC)=[O:31])=[CH:25][C:23]=2[N:24]=1>O1CCCC1>[Cl:16][C:11]1[C:12]([CH3:15])=[N:13][S:14][C:10]=1[NH:9][C:30](=[O:31])[CH:29]([C:26]1[CH:27]=[CH:28][C:22]2[O:21][C:20]([CH2:19][C:18]([CH3:35])([CH3:17])[CH3:36])=[N:24][C:23]=2[CH:25]=1)[CH3:34] |f:0.1|. Reported procedure: Lithium diisopropylamide (2.0 molar solution in tetrahydrofuran/ethylbenzene/heptane, 1.46 ml, 0.0029 mole) was added dropwise to a chilled solution of 5-amino-4-chloro-3-methylisothiazole (0.44 g, 0.0029 mole) [preparation as in Example 1, Step 1] in tetrahydrofuran (20 ml) and the solution was stirred at 0° C. for 1 hour. A solution of methyl 2-[2-(2,2-dimethylpropyl)benzoxazol-5-yl]propionate (0.80 g, 0.0029 mole) [from previous step] in tetrahydrofuran (5 ml) was added dropwise and once the ... Starting materials: C1=CC(=CC(=C1)Cl)C(=O)OO (mCPBA), N1(CC=CCC1)C(=O)OCC1=CC2=CC=CC=C2C=C1 (naphthalen-2-ylmethyl 5,6-dihydropyridine-1(2H)-carboxylate). Run in C(Cl)Cl (methylene chloride), C(Cl)Cl (methylene chloride). Conditions: time 8 hour. The product is C12CN(CCC2O1)C(=O)OCC1=CC2=CC=CC=C2C=C1 (naphthalen-2-ylmethyl 7-oxa-3-azabicyclo[4.1.0]heptane-3-carboxylate). Reaction SMILES: C1C=C(Cl)C=C(C(OO)=[O:9])C=1.[N:12]1([C:18]([O:20][CH2:21][C:22]2[CH:31]=[CH:30][C:29]3[C:24](=[CH:25][CH:26]=[CH:27][CH:28]=3)[CH:23]=2)=[O:19])[CH2:17][CH2:16][CH:15]=[CH:14][CH2:13]1>C(Cl)Cl>[CH:14]12[O:9][CH:15]1[CH2:16][CH2:17][N:12]([C:18]([O:20][CH2:21][C:22]1[CH:31]=[CH:30][C:29]3[C:24](=[CH:25][CH:26]=[CH:27][CH:28]=3)[CH:23]=1)=[O:19])[CH2:13]2. Procedure: A suspension of mCPBA (13.02 g, 58.13 mmol) dissolved in methylene chloride (50 mL) was added dropwise to a cooled (0° C.) solution of naphthalen-2-ylmethyl 5,6-dihydropyridine-1(2H)-carboxylate (11 g, 41.5 mmol) dissolved in methylene chloride (33 mL). The solution was allowed to warm to ambient temperature and stirred overnight. The reaction was quenched with 5% K2CO3 and then the layers were separated. The organic phase was washed with 5% K2CO3, saturated NaCl, dried over Na2SO4and concentrat...